Dataset: the Open Reaction Database (ORD), a public repository of structured organic reaction records. Task: describe an organic reaction: reactants, conditions, products, and yield The reactants are [OH-].[Na+] (sodium hydroxide), C(CCCCCCCCCC)OC=1C=C(C(=O)OC)C=CC1 (methyl 3-(undecyloxy)benzoate). Run in CO (methanol). Yields the product C(CCCCCCCCCC)OC=1C=C(C(=O)O)C=CC1 (3-(undecyloxy)benzoic acid). Isolated yield 100.0%. Reaction SMILES: [OH-].[Na+].[CH2:3]([O:14][C:15]1[CH:16]=[C:17]([CH:22]=[CH:23][CH:24]=1)[C:18]([O:20]C)=[O:19])[CH2:4][CH2:5][CH2:6][CH2:7][CH2:8][CH2:9][CH2:10][CH2:11][CH2:12][CH3:13]>CO>[CH2:3]([O:14][C:15]1[CH:16]=[C:17]([CH:22]=[CH:23][CH:24]=1)[C:18]([OH:20])=[O:19])[CH2:4][CH2:5][CH2:6][CH2:7][CH2:8][CH2:9][CH2:10][CH2:11][CH2:12][CH3:13] |f:0.1|. Procedure details: 600 μL of 1 N sodium hydroxide solution (600 μmol) are added portionwise to 112 mg of 21 (366 μmol) in methanol (4 mL). The solution is refluxed for two hours. After evaporating off the solvent, the reaction medium is acidified with 0.5 N HCl and extracted with DCM. 107 mg of the expected acid are obtained in the form of a white solid, i.e. a yield of 99%. The reactants are N#Cc1ccc(Cl)nc1, [K+], [K+], O=C([O-])[O-], O, O=Cc1ccc(O)c2sccc12, O=S1(=O)CCCC1. Yields the product N#Cc1ccc(Oc2ccc(C=O)c3ccsc23)nc1. As a reaction SMILES: [Cl:13][c:14]1[n:15][cH:16][c:17]([C:18]#[N:19])[cH:20][cH:21]1.[K+:22].[K+:23].[O-:24][C:25]([O-:26])=[O:27].[OH2:28].[OH:1][c:2]1[cH:3][cH:4][c:5]([CH:11]=[O:12])[c:6]2[c:7]1[s:8][cH:9][cH:10]2.[S:29]1(=[O:34])(=[O:35])[CH2:30][CH2:31][CH2:32][CH2:33]1>>[O:1]([c:2]1[cH:3][cH:4][c:5]([CH:11]=[O:12])[c:6]2[c:7]1[s:8][cH:9][cH:10]2)[c:14]1[n:15][cH:16][c:17]([C:18]#[N:19])[cH:20][cH:21]1. The reactants are O=C(n1ccnc1)n1ccnc1, O=C(O)Cn1c(-c2cccc(Cl)c2)nc2cccnc21, NCCN1CCCCC1, C1CCOC1. Product: O=C(Cn1c(-c2cccc(Cl)c2)nc2cccnc21)NCCN1CCCCC1. As a reaction SMILES: [C:21]([n:22]1[cH:23][cH:24][n:25][cH:26]1)([n:27]1[cH:28][cH:29][n:30][cH:31]1)=[O:32].[Cl:1][c:2]1[cH:3][c:4](-[c:8]2[n:9][c:10]3[c:11]([n:12][cH:13][cH:14][cH:15]3)[n:16]2[CH2:17][C:18](=[O:19])[OH:20])[cH:5][cH:6][cH:7]1.[NH2:33][CH2:34][CH2:35][N:36]1[CH2:37][CH2:38][CH2:39][CH2:40][CH2:41]1.[O:42]1[CH2:43][CH2:44][CH2:45][CH2:46]1>>[Cl:1][c:2]1[cH:3][c:4](-[c:8]2[n:9][c:10]3[c:11]([n:12][cH:13][cH:14][cH:15]3)[n:16]2[CH2:17][C:18](=[O:20])[NH:33][CH2:34][CH2:35][N:36]2[CH2:37][CH2:38][CH2:39][CH2:40][CH2:41]2)[cH:5][cH:6][cH:7]1.